From a dataset of the Open Reaction Database (ORD), a public repository of structured organic reaction records. describe an organic reaction: reactants, conditions, products, and yield Starting materials: Cl (HCl), C(CCC)OC(=O)N(S(=O)(=O)NCC(=O)OCC)C (ethyl 2-((N-(butyloxycarbonyl)-N-methylsulfamoyl)amino)acetate). Run in CO (methanol). Run at time 3 hour. The product is CNS(=O)(=O)NCC(=O)OCC (ethyl 2-((N-methylsulfamoyl)amino)acetate). RXN SMILES: Cl.C(O[C:7]([N:9](C)[S:10]([NH:13][CH2:14][C:15]([O:17][CH2:18][CH3:19])=[O:16])(=[O:12])=[O:11])=O)CCC>CO>[CH3:7][NH:9][S:10]([NH:13][CH2:14][C:15]([O:17][CH2:18][CH3:19])=[O:16])(=[O:12])=[O:11]. Procedure: To a solution of HCl in methanol (2 M) is added ethyl 2-((N-(butyloxycarbonyl)-N-methylsulfamoyl)amino)acetate from the previous step (5.0 mmol) in portions at RT and the mixture is stirred for 3 h. After the solvent is removed in vacuo, the residue is washed with diethyl ether to afford ethyl 2-((N-methylsulfamoyl)amino)acetate Starting materials: [BH4-].[Na+] (NaBH4), C(C)N1C=CC=2C(=CC=CC12)C=O (1-ethyl-1H-indole-4-carbaldehyde). Run in CCO (EtOH), C(Cl)Cl (DCM). Conditions: time 8 hour. Product: C(C)N1C=CC2=C(C=CC=C12)CO ((1-Ethyl-1H-indol-4-yl)methanol). The yield is 91.0%. As a reaction SMILES: [BH4-].[Na+].[CH2:3]([N:5]1[C:13]2[CH:12]=[CH:11][CH:10]=[C:9]([CH:14]=[O:15])[C:8]=2[CH:7]=[CH:6]1)[CH3:4]>CCO.C(Cl)Cl>[CH2:3]([N:5]1[C:13]2[C:8](=[C:9]([CH2:14][OH:15])[CH:10]=[CH:11][CH:12]=2)[CH:7]=[CH:6]1)[CH3:4] |f:0.1|. Procedure details: NaBH4 (49.8 mg, 1.32 mmol, Eq: 0.3) was added to a solution of 1-ethyl-1H-indole-4-carbaldehyde (800 mg, 4.39 mmol, Eq: 1.00) in EtOH (30 mL) and DCM (15 mL) at 0° C. and the mixture was warmed to RT and stirred overnight. The mixture concentrated to remove DCM and the resulting mixture diluted with NH4Cl, extracted with DCM and concentrated. The residue was purified by silica gel chromatography to give the title compound (700 mg, 91%) as a yellow oil. Reactants: CC(C)(C)[Si](C)(C)OCC1CC(=O)C1CO[Si](C)(C)C(C)(C)C, CCC(C)[BH-](C(C)CC)C(C)CC, [K+], C1CCOC1. Yields the product CC(C)(C)[Si](C)(C)OCC1CC(O)C1CO[Si](C)(C)C(C)(C)C. As a reaction SMILES: [CH3:1][C:2]([CH3:3])([CH3:4])[Si:5]([O:6][CH2:7][CH:8]1[C:9](=[O:21])[CH2:10][CH:11]1[CH2:12][O:13][Si:14]([CH3:15])([CH3:16])[C:17]([CH3:18])([CH3:19])[CH3:20])([CH3:22])[CH3:23].[CH:24]([BH-:25]([CH:26]([CH2:27][CH3:28])[CH3:29])[CH:30]([CH2:31][CH3:32])[CH3:33])([CH2:34][CH3:35])[CH3:36].[K+:37].[O:38]1[CH2:39][CH2:40][CH2:41][CH2:42]1>>[CH3:1][C:2]([CH3:3])([CH3:4])[Si:5]([O:6][CH2:7][CH:8]1[CH:9]([OH:21])[CH2:10][CH:11]1[CH2:12][O:13][Si:14]([CH3:15])([CH3:16])[C:17]([CH3:18])([CH3:19])[CH3:20])([CH3:22])[CH3:23]. Reactants: COc1ccc(C(=CC#N)c2cccc(N)c2)cc1OC, COc1ccc(C(=CC#N)c2ccc([N+](=O)[O-])cc2)cc1OC, CCOC(C)=O. Product: COc1ccc(C(=CC#N)c2ccc(N)cc2)cc1OC. As a reaction SMILES: [CH3:1][O:2][c:3]1[cH:4][c:5]([C:6]([c:7]2[cH:8][cH:9][cH:10][c:11]([NH2:12])[cH:13]2)=[CH:14][C:15]#[N:16])[cH:17][cH:18][c:19]1[O:20][CH3:21].[CH3:22][O:23][c:24]1[cH:25][c:26]([C:32](=[CH:33][C:34]#[N:35])[c:36]2[cH:37][cH:38][c:39]([N+:42]([O-:43])=[O:44])[cH:40][cH:41]2)[cH:27][cH:28][c:29]1[O:30][CH3:31].[CH3:45][CH2:46][O:47][C:48](=[O:49])[CH3:50]>>[CH3:22][O:23][c:24]1[cH:25][c:26]([C:32](=[CH:33][C:34]#[N:35])[c:36]2[cH:37][cH:38][c:39]([NH2:42])[cH:40][cH:41]2)[cH:27][cH:28][c:29]1[O:30][CH3:31].